describe an organic reaction: reactants, conditions, products, and yield From a dataset of the Open Reaction Database (ORD), a public repository of structured organic reaction records. Reactants: [OH-].[Na+] (sodium hydroxide), S(=O)(=O)(O)O.NN (hydrazine sulphate), ice, NC1=CC=C(C(=O)O)C=C1 (p-aminobenzoic acid). Solvent: OS(=O)(=O)O.O=S(=O)=O (oleum). Conditions: time 2.5 hour. The product is NC1=CC=C(C=C1)C=1OC(=NN1)C1=CC=C(C=C1)N (2,5-bis-(p-aminophenyl)-1,3,4-oxadiazole). Yield: 63.3%. As a reaction SMILES: S(O)(O)(=O)=O.[NH2:6][NH2:7].[NH2:8][C:9]1[CH:17]=[CH:16][C:12]([C:13](O)=[O:14])=[CH:11][CH:10]=1.[OH-].[Na+]>OS(O)(=O)=O.O=S(=O)=O>[NH2:8][C:9]1[CH:17]=[CH:16][C:12]([C:13]2[O:14][C:13]([C:12]3[CH:16]=[CH:17][C:9]([NH2:8])=[CH:10][CH:11]=3)=[N:6][N:7]=2)=[CH:11][CH:10]=1 |f:0.1,3.4,5.6|. Procedure details: 60 g (0.46 mole) of hydrazine sulphate was dissolved in 700 ml of oleum with 20% SO3. 137 g (1.0 mol) p-aminobenzoic acid was added at room temperature. The mixture was stirred for 2.5 hours at a temperature of 70° C. to 75° C. and then poured onto 10 liters of ice and neutralized with a concentrated sodium hydroxide solution. The resulting precipitate was filtered off, washed with water, and again filtered off. The yield was 91 g of impure product. This impure product was recrystallized in etha... Starting materials: CC1=C(C(O)=CC=C1)O (methyl catechol), C1(=CC=CC=C1)C (toluene). Run in C1=CC=CC=C1 (benzene). Conditions: temperature 1600 fahrenheit. Product: CC1=C(C(O)=CC=C1)O (methyl catechol), C=1(O)C(O)=CC=CC1 (catechol), C1(=CC=CC=C1O)C (cresol), C1(=CC=CC=C1)O (phenol). As a reaction SMILES: [CH3:1][C:2]1[CH:8]=[CH:7][CH:6]=[C:4]([OH:5])[C:3]=1[OH:9].C1(C)C=CC=CC=1>C1C=CC=CC=1>[CH3:1][C:2]1[CH:8]=[CH:7][CH:6]=[C:4]([OH:5])[C:3]=1[OH:9].[C:4]1([C:3](=[CH:2][CH:8]=[CH:7][CH:6]=1)[OH:9])[OH:5].[C:2]1([CH3:1])[C:3]([OH:9])=[CH:4][CH:6]=[CH:7][CH:8]=1.[C:4]1([OH:5])[CH:6]=[CH:7][CH:8]=[CH:2][CH:3]=1. Procedure: The effluent crackate vapor is separated from particulate solids in a cyclone separator, and the solids containing coke deposits are passed into the upper end of an ordinary or slow fluidized bed combustion zone maintained at about 1600° F. temperature for combustion of coke. Heated air and superheated steam are introduced into the lower end of the slow fluidized bed combustion zone. The hot decoked solids are recycled to the lower end of the fast fluidized bed, and flue gas is withdrawn from th... The reactants are C(C)(=O)O (acetic acid), [Cl-].[NH4+] (ammonium chloride), C(C)(=O)OC(C)C (isopropyl acetate), Cl (HCl), [OH-].[Na+] (NaOH), C(C)(C)[Mg]Cl (i-PrMgCl), BrC1=NC=CC=C1 (2-bromopyridine), C1(=CC=CC=C1)P(C1=CC=CC=C1)C1=CC=CC=C1 (triphenylphosphine), COC(=O)C1(CCC1)NC(=O)C1=CC=C2C(=C(N(C2=C1)C)Br)C1CCCC1 (1-[(2-bromo-3-cyclopentyl-1-methyl-1H-indole-6-carbonyl)-amino]-cyclobutanecarboxylic acid methyl ester), C(C1=CC=CC=C1)(=O)OC (methyl benzoate). The reagents and catalysts are [Zn+2].[Br-].[Br-] (ZnBr2), C(C)(=O)[O-].[Pd+2].C(C)(=O)[O-] (Palladium acetate). The solvent is CN1C(CCC1)=O (1-Methyl-2-pyrrolidinone), C1CCOC1 (THF), C(CC)O (n-Propanol), C1CCOC1 (THF). Run at temperature 35 celsius, time 0.5 hour. Product: C1(CCCC1)C1=C(N(C2=CC(=CC=C12)C(=O)NC1(CCC1)C(=O)O)C)C1=NC=CC=C1 (1-[(3-cyclopentyl-1-methyl-2-(pyridin-2-yl)-1H-indole-6-carbonyl)-amino]-cyclobutanecarboxylic acid). As a reaction SMILES: C([Mg]Cl)(C)C.Br[C:7]1[CH:12]=[CH:11][CH:10]=[CH:9][N:8]=1.C(OC)(=O)C1C=CC=CC=1.C1(P(C2C=CC=CC=2)C2C=CC=CC=2)C=CC=CC=1.C[O:43][C:44]([C:46]1([NH:50][C:51]([C:53]2[CH:61]=[C:60]3[C:56]([C:57]([CH:64]4[CH2:68][CH2:67][CH2:66][CH2:65]4)=[C:58](Br)[N:59]3[CH3:62])=[CH:55][CH:54]=2)=[O:52])[CH2:49][CH2:48][CH2:47]1)=[O:45].[Cl-].[NH4+].C(OC(C)C)(=O)C.Cl.[OH-].[Na+].C(O)(=O)C>[Zn+2].[Br-].[Br-].C([O-])(=O)C.[Pd+2].C([O-])(=O)C.C(O)CC.C1COCC1.CN1CCCC1=O>[CH:64]1([C:57]2[C:56]3[C:60](=[CH:61][C:53]([C:51]([NH:50][C:46]4([C:44]([OH:45])=[O:43])[CH2:47][CH2:48][CH2:49]4)=[O:52])=[CH:54][CH:55]=3)[N:59]([CH3:62])[C:58]=2[C:7]2[CH:12]=[CH:11][CH:10]=[CH:9][N:8]=2)[CH2:68][CH2:67][CH2:66][CH2:65]1 |f:5.6,9.10,12.13.14,15.16.17|. Procedure: To a solution of i-PrMgCl in THF (10 mL, 20 mmol) was added 2-bromopyridine (1.93 g, 20.2 mmol) at room temperature in one portion. The mixture was stirred at 35° C. for 0.5 h. To the deep-red solution was added ZnBr2 (4.50 g, 20 mmol) under argon and the resulting mixture was stirred at 70° C. for 0.5 h to obtain a thick off-white slurry. 1-Methyl-2-pyrrolidinone (20 mL) was added and followed by methyl benzoate (1.1 mL, 8.7 mmol). The mixture was stirred at 70° C. for 0.5 h and then cooled to ... Starting materials: NC1=C(C(=O)NCCOC)C=CC=C1 (2-amino-N-(2-methoxyethyl)benzamide), C(=O)C=1C=CC(=C(COC2=C(C=C(C=C2C)NC(C)=O)C)C1)OC (N-(4-(5-formyl-2-methoxybenzyloxy)-3,5-dimethylphenyl)acetamide), C(F)(F)(F)S(=O)(=O)[O-].C(F)(F)(F)S(=O)(=O)[O-].C(F)(F)(F)S(=O)(=O)[O-].[Yb+3] (Yb(OTf)3). Run in CCO (EtOH). Product: COC1=C(COC2=C(C=C(C=C2C)NC(C)=O)C)C=C(C=C1)C1NC2=CC=CC=C2C(N1CCOC)=O (N-(4-(2-methoxy-5-(3-(2-methoxyethyl)-4-oxo-1,2,3,4-tetrahydroquinazolin-2-yl)benzyloxy)-3,5-dimethylphenyl)acetamide). Yield: 50.8%. As a reaction SMILES: [NH2:1][C:2]1[CH:14]=[CH:13][CH:12]=[CH:11][C:3]=1[C:4]([NH:6][CH2:7][CH2:8][O:9][CH3:10])=[O:5].[CH:15]([C:17]1[CH:18]=[CH:19][C:20]([O:37][CH3:38])=[C:21]([CH:36]=1)[CH2:22][O:23][C:24]1[C:29]([CH3:30])=[CH:28][C:27]([NH:31][C:32](=[O:34])[CH3:33])=[CH:26][C:25]=1[CH3:35])=O.C(S([O-])(=O)=O)(F)(F)F.C(S([O-])(=O)=O)(F)(F)F.C(S([O-])(=O)=O)(F)(F)F.[Yb+3]>CCO>[CH3:38][O:37][C:20]1[CH:19]=[CH:18][C:17]([CH:15]2[N:6]([CH2:7][CH2:8][O:9][CH3:10])[C:4](=[O:5])[C:3]3[C:2](=[CH:14][CH:13]=[CH:12][CH:11]=3)[NH:1]2)=[CH:36][C:21]=1[CH2:22][O:23][C:24]1[C:25]([CH3:35])=[CH:26][C:27]([NH:31][C:32](=[O:34])[CH3:33])=[CH:28][C:29]=1[CH3:30] |f:2.3.4.5|. Reported procedure: 2-amino-N-(2-methoxyethyl)benzamide (71.2 mg, 0.367 mmol), N-(4-(5-formyl-2-methoxybenzyloxy)-3,5-dimethylphenyl)acetamide (100 mg, 0.305 mmol) and 0.2 equiv of Yb(OTf)3 in 5 mL of EtOH were heated at 80° C. for 2 h. The reaction mixture was concentrated under reduced pressure and the residue was chromatographed on silica-gel using 10-80% ethyl acetate in DCM to give the N-(4-(2-methoxy-5-(3-(2-methoxyethyl)-4-oxo-1,2,3,4-tetrahydroquinazolin-2-yl)benzyloxy)-3,5-dimethylphenyl)acetamide (77.9 mg... Starting materials: Cc1nc(Cl)ccc1CBr, Cl, [H-], [Na+], C1CCOC1, O, CC(C)(C)OC(=O)N1CC(O)C1. The product is Cc1nc(Cl)ccc1COC1CN(C(=O)OC(C)(C)C)C1. Reaction SMILES: [Br:15][CH2:16][c:17]1[c:18]([CH3:24])[n:19][c:20]([Cl:23])[cH:21][cH:22]1.[ClH:25].[H-:1].[Na+:2].[O:26]1[CH2:27][CH2:28][CH2:29][CH2:30]1.[OH2:31].[OH:3][CH:4]1[CH2:5][N:6]([C:8](=[O:9])[O:10][C:11]([CH3:12])([CH3:13])[CH3:14])[CH2:7]1>>[O:3]([CH:4]1[CH2:5][N:6]([C:8](=[O:9])[O:10][C:11]([CH3:12])([CH3:13])[CH3:14])[CH2:7]1)[CH2:16][c:17]1[c:18]([CH3:24])[n:19][c:20]([Cl:23])[cH:21][cH:22]1. Reaction SMILES: [CH3:1][O:2][C:3]([CH2:4][C:5]([CH2:6][CH2:7][CH2:8][CH3:9])=[O:10])=[O:11].[Cl:17][CH2:18][Cl:19].[S:12]([Cl:13])(=[O:14])([Cl:15])=[O:16]>>[CH3:1][O:2][C:3]([CH:4]([C:5]([CH2:6][CH2:7][CH2:8][CH3:9])=[O:10])[Cl:15])=[O:11]. The product is CCCCC(=O)C(Cl)C(=O)OC. Reactants: CCCCC(=O)CC(=O)OC, ClCCl, O=S(=O)(Cl)Cl. Yields the product C(CCCCCCC)OC1=CC=C(C=C1)C=1C(=CC=CC1)C(=O)O (4'-n-octyloxybiphenyl carboxylic acid). Reactants: OC1=CC=C(C=C1)C=1C(=CC=CC1)C(=O)O (4'-hydroxybiphenylcarboxylic acid), [OH-].[K+] (potassium hydroxide), resultant mixture, resultant mixture, [OH-].[K+] (potassium hydroxide), [OH-].[K+] (KOH), C(CCCCCCC)Br (n-octyl bromide). Reaction SMILES: [OH:1][C:2]1[CH:7]=[CH:6][C:5]([C:8]2[C:9]([C:14]([OH:16])=[O:15])=[CH:10][CH:11]=[CH:12][CH:13]=2)=[CH:4][CH:3]=1.[OH-].[K+].[CH2:19](Br)[CH2:20][CH2:21][CH2:22][CH2:23][CH2:24][CH2:25][CH3:26]>O>[CH2:19]([O:1][C:2]1[CH:3]=[CH:4][C:5]([C:8]2[C:9]([C:14]([OH:16])=[O:15])=[CH:10][CH:11]=[CH:12][CH:13]=2)=[CH:6][CH:7]=1)[CH2:20][CH2:21][CH2:22][CH2:23][CH2:24][CH2:25][CH3:26] |f:1.2|. Procedure details: 0.01 mol of 4'-hydroxybiphenylcarboxylic acid and 0.02 mol of potassium hydroxide were dissolved in a mixture of 300 ml of alcohol and 30 ml of water. Then, 1.2 ml of n-octyl bromide was added thereto, and the resultant mixture was refluxed for 12 hours. A 10% potassium hydroxide solution containing 1.12 g of KOH was added and the resultant mixture was refluxed for 2 hours to cause hydrolysis. The product was recrystallized in a mixture of ethanol and glacial acetic acid to obtain 4'-n-octyloxyb... Solvent: alcohol, O (water). Reactants: O1CCN(CC1)CCCCOC1=CC=C(C#N)C=C1 (4-(4-morpholinobutoxy)benzonitrile), [H-].[Al+3].[Li+].[H-].[H-].[H-] (lithium aluminium hydride). The product is O1CCN(CC1)CCCCOC1=CC=C(CN)C=C1 (4-(4-Morpholinobutoxy)benzylamine). The yield is 88.0%. Reaction SMILES: [O:1]1[CH2:6][CH2:5][N:4]([CH2:7][CH2:8][CH2:9][CH2:10][O:11][C:12]2[CH:19]=[CH:18][C:15]([C:16]#[N:17])=[CH:14][CH:13]=2)[CH2:3][CH2:2]1.[H-].[Al+3].[Li+].[H-].[H-].[H-]>>[O:1]1[CH2:2][CH2:3][N:4]([CH2:7][CH2:8][CH2:9][CH2:10][O:11][C:12]2[CH:13]=[CH:14][C:15]([CH2:16][NH2:17])=[CH:18][CH:19]=2)[CH2:5][CH2:6]1 |f:1.2.3.4.5.6|. Procedure details: According to a similar manner as that in Reference Example 78, 4-(4-morpholinobutoxy)benzonitrile obtained above was reduced by lithium aluminium hydride to give the title compound (88%). This compound was used in the subsequent reaction without further purification.